describe an organic reaction: reactants, conditions, products, and yield From a dataset of the Open Reaction Database (ORD), a public repository of structured organic reaction records. The reactants are ClC1=C2C(C(=C3N(C2=CC=C1Cl)CCS3)C(=O)O)=O (6,7-dichloro-5-oxo-1,2-dihydro-5H-thiazolo(3,2-a)quinoline-4-carboxylic acid), N1CCNCC1 (piperazine). Solvent: N1=CC=CC=C1 (pyridine). The product is ClC=1C(=C2C(C(=C3N(C2=CC1)CCS3)C(=O)O)=O)N3CCNCC3 (7-Chloro-6-(1-piperazinyl)-5-oxo-1,2-dihydro-5H-thiazolo[3,2-a]-quinoline-4-carboxylic acid). RXN SMILES: Cl[C:2]1[C:11]([Cl:12])=[CH:10][CH:9]=[C:8]2[C:3]=1[C:4](=[O:19])[C:5]([C:16]([OH:18])=[O:17])=[C:6]1[S:15][CH2:14][CH2:13][N:7]12.[NH:20]1[CH2:25][CH2:24][NH:23][CH2:22][CH2:21]1>N1C=CC=CC=1>[Cl:12][C:11]1[C:2]([N:20]2[CH2:25][CH2:24][NH:23][CH2:22][CH2:21]2)=[C:3]2[C:8](=[CH:9][CH:10]=1)[N:7]1[CH2:13][CH2:14][S:15][C:6]1=[C:5]([C:16]([OH:18])=[O:17])[C:4]2=[O:19]. Reported procedure: A mixture of 500 mg (1.58 mmol) of 6,7-dichloro-5-oxo-1,2-dihydro-5H-thiazolo(3,2-a)quinoline-4-carboxylic acid, 1.0 gram (11.6 mmol) of piperazine, and 20 ml of pyridine was heated to reflux for ten hours. The content was then concentrated under reduced pressure, water was added to the residue, insoluble matters were taken out by filtration, washed with water, dried, and recrystallized from dimethyl formamide to give the title compound. Yield was 420 mg (72.7 percent). Melting point: 244° to 24...